Dataset: the Open Reaction Database (ORD), a public repository of structured organic reaction records. Task: describe an organic reaction: reactants, conditions, products, and yield Reactants: O=C(O)c1ccc2c(c1)OCO2, O=S(Cl)Cl. Yields the product O=Cc1ccc2c(c1)OCO2. As a reaction SMILES: [C:1]([c:2]1[cH:3][c:4]2[c:8]([cH:9][cH:10]1)[O:7][CH2:6][O:5]2)(=[O:11])[OH:12].[S:13]([Cl:14])([Cl:15])=[O:16]>>[CH:1]([c:2]1[cH:3][c:4]2[c:8]([cH:9][cH:10]1)[O:7][CH2:6][O:5]2)=[O:11]. Reactants: [Si](C)(C)(C(C)(C)C)OC(CCCCCCC1=CC=CC=C1)C=1OC(=CN1)C1=C(N)C=CC=C1 (2-(2-(1-(tert-Butyldimethylsilyloxy)-7-phenylheptyl)oxazol-5-yl)aniline), [Si](C)(C)(C(C)(C)C)OC(CCCCCCC1=CC=CC=C1)C=1OC(=CN1)[Sn](CCCC)(CCCC)CCCC (2-(1-(tert-butyldimethylsilyloxy)-7-phenylheptyl)-5-(tributylstannyl)oxazole), IC1=C(N)C=CC=C1 (2-iodoaniline). The product is EtOAc hexanes, NC1=C(C=CC=C1)C1=CN=C(O1)C(CCCCCCC1=CC=CC=C1)=O (1-(5-(2-Aminophenyl)oxazol-2-yl)-7-phenylheptan-1-one). Isolated yield 90.0%. Reaction SMILES: [Si]([O:8][CH:9]([C:22]1[O:23][C:24]([C:27]2[CH:33]=[CH:32][CH:31]=[CH:30][C:28]=2[NH2:29])=[CH:25][N:26]=1)[CH2:10][CH2:11][CH2:12][CH2:13][CH2:14][CH2:15][C:16]1[CH:21]=[CH:20][CH:19]=[CH:18][CH:17]=1)(C(C)(C)C)(C)C.[Si](OC(C1OC([Sn](CCCC)(CCCC)CCCC)=CN=1)CCCCCCC1C=CC=CC=1)(C(C)(C)C)(C)C.IC1C=CC=CC=1N>>[NH2:29][C:28]1[CH:30]=[CH:31][CH:32]=[CH:33][C:27]=1[C:24]1[O:23][C:22]([C:9](=[O:8])[CH2:10][CH2:11][CH2:12][CH2:13][CH2:14][CH2:15][C:16]2[CH:17]=[CH:18][CH:19]=[CH:20][CH:21]=2)=[N:26][CH:25]=1. Reported procedure: 2-(2-(1-(tert-Butyldimethylsilyloxy)-7-phenylheptyl)oxazol-5-yl)aniline. The title compound was prepared from 2-(1-(tert-butyldimethylsilyloxy)-7-phenylheptyl)-5-(tributylstannyl)oxazole (188 mg, 0.284 mmol) and 2-iodoaniline following General Procedure A. Flash chromatography (5-20% EtOAc/hexanes) yielded the title compound as a clear oil (122 mg, 90%): 1H NMR (CDCl3, 400 MHz) δ 7.48 (dd, 1H, J=6.4, 9.3 Hz), 7.29-7.25 (m, 2H), 7.21 (s, 1H), 7.18-7.13 (m, 4H), 6.84-6.80 (m, 1H), 6.77-6.75 (m, 1H... Reactants: CC1(NC(N(C1=O)CC(F)(F)F)=O)CC(=O)OC(C)(C)C (tert-Butyl 2-(4-methyl-2,5-dioxo-1-(2,2,2-trifluoroethyl)imidazolidin-4-yl)acetate), C(=O)(C(F)(F)F)O (TFA). The product is CC1(NC(N(C1=O)CC(F)(F)F)=O)CC(=O)O (2-(4-Methyl-2,5-dioxo-1-(2,2,2-trifluoroethyl)imidazolidin-4-yl)acetic acid). As a reaction SMILES: [CH3:1][C:2]1([CH2:14][C:15]([O:17]C(C)(C)C)=[O:16])[C:6](=[O:7])[N:5]([CH2:8][C:9]([F:12])([F:11])[F:10])[C:4](=[O:13])[NH:3]1.C(O)(C(F)(F)F)=O>C(Cl)Cl>[CH3:1][C:2]1([CH2:14][C:15]([OH:17])=[O:16])[C:6](=[O:7])[N:5]([CH2:8][C:9]([F:11])([F:10])[F:12])[C:4](=[O:13])[NH:3]1. Procedure details: To a solution of Compound 26c (100 mg, 0.32 mmol) in DCM (1 mL) was added TFA (1 mL) and the reaction mixture stirred for 1 h. The mixture was concentrated under reduced pressure, co-evaporated with toluene under reduced pressure, then dried under high vacuum to give Compound 26a (89 mg, 100% yield). LCMS=0.9 min using analytical method (B), 255.1 (M+H). 1H NMR (400 MHz, DMSO-d6) δ 12.50 (br. s., 1H), 8.45 (s, 1H), 4.37-4.00 (m, 2H), 2.88 (d, J=16.8 Hz, 1H), 2.60 (d, J=17.1 Hz, 1H), 1.31 (s, 3H)... Run in C(Cl)Cl (DCM). Run at time 1 hour. The yield is 109.4%. Reactants: CCOC(=O)Nc1ccc2cc(F)ccc2c1Cl, CCO, [K+], [OH-]. Yields the product Nc1ccc2cc(F)ccc2c1Cl. Reaction SMILES: [CH2:1]([O:2][C:3](=[O:4])[NH:5][c:6]1[c:7]([Cl:17])[c:8]2[cH:9][cH:10][c:11]([F:16])[cH:12][c:13]2[cH:14][cH:15]1)[CH3:18].[CH3:21][CH2:22][OH:23].[K+:20].[OH-:19]>>[NH2:5][c:6]1[c:7]([Cl:17])[c:8]2[cH:9][cH:10][c:11]([F:16])[cH:12][c:13]2[cH:14][cH:15]1. Reactants: FC1=CC=C(C=C1)C(CNC1=NC=C(C#N)C=C1)(C)C (6-(2-(4-fluorophenyl)-2-methylpropylamino)nicotinonitrile), [H-].[Al+3].[Li+].[H-].[H-].[H-].C1CCOC1 (lithium aluminum hydride THF). The solvent is C1CCOC1 (THF). Product: NCC=1C=CC(=NC1)NCC(C)(C)C1=CC=C(C=C1)F (5-(aminomethyl)-N-(2-(4-fluorophenyl)-2-methylpropyl)pyridin-2-amine). Isolated yield 98.9%. As a reaction SMILES: [F:1][C:2]1[CH:7]=[CH:6][C:5]([C:8]([CH3:20])([CH3:19])[CH2:9][NH:10][C:11]2[CH:18]=[CH:17][C:14]([C:15]#[N:16])=[CH:13][N:12]=2)=[CH:4][CH:3]=1.[H-].[Al+3].[Li+].[H-].[H-].[H-].C1COCC1>C1COCC1>[NH2:16][CH2:15][C:14]1[CH:17]=[CH:18][C:11]([NH:10][CH2:9][C:8]([C:5]2[CH:4]=[CH:3][C:2]([F:1])=[CH:7][CH:6]=2)([CH3:20])[CH3:19])=[N:12][CH:13]=1 |f:1.2.3.4.5.6.7|. Reported procedure: To a 100 mL round bottom flask was added 6-(2-(4-fluorophenyl)-2-methylpropylamino)nicotinonitrile (1.0 g, 3.7 mmol, 1.0 equiv) and THF (15 mL), followed by the addition of 1M lithium aluminum hydride/THF (14.8 mL, 14.8 mmol, 4.0 equiv). The reaction was heated to reflux for 3 h and allowed to cool to rt. The reaction mixture was then quenched by the sequential slow addition water (0.6 mL), 3N NaOH (0.6 mL), and water (1.7 mL). The resultant precipitate was filtered and the filtrate was then dri...